This data is from the Open Reaction Database (ORD), a public repository of structured organic reaction records. The task is: describe an organic reaction: reactants, conditions, products, and yield The reactants are Cl.COC([C@@H](NC([C@H](NC)CC1=CC=CC=C1)=O)CC1=CNC2=CC=CC=C12)=O (N-methyl-(D)-phenylalanyl-(L)-tryptophan methyl ester hydrochloride), CC(CC(=O)O)CC (3-methylvaleric acid), methyl ester. The product is CC(CC(=O)N([C@H](CC1=CC=CC=C1)C(=O)N[C@@H](CC1=CNC2=CC=CC=C12)C(=O)O)C)CC (N-(3-methylvaleroyl)-N-methyl-(D)-phenylalanyl-(L)-tryptophan). RXN SMILES: Cl.C[O:3][C:4](=[O:29])[C@H:5]([CH2:19][C:20]1[C:28]2[C:23](=[CH:24][CH:25]=[CH:26][CH:27]=2)[NH:22][CH:21]=1)[NH:6][C:7](=[O:18])[C@@H:8]([CH2:11][C:12]1[CH:17]=[CH:16][CH:15]=[CH:14][CH:13]=1)[NH:9][CH3:10].[CH3:30][CH:31]([CH2:36][CH3:37])[CH2:32][C:33](O)=[O:34]>>[CH3:30][CH:31]([CH2:36][CH3:37])[CH2:32][C:33]([N:9]([CH3:10])[C@@H:8]([C:7]([NH:6][C@H:5]([C:4]([OH:3])=[O:29])[CH2:19][C:20]1[C:28]2[C:23](=[CH:24][CH:25]=[CH:26][CH:27]=2)[NH:22][CH:21]=1)=[O:18])[CH2:11][C:12]1[CH:17]=[CH:16][CH:15]=[CH:14][CH:13]=1)=[O:34] |f:0.1|. Reported procedure: Coupling of N-methyl-(D)-phenylalanyl-(L)-tryptophan methyl ester hydrochloride (see example 1) with 3-methylvaleric acid according to example 12 followed by hydrolysis of the methyl ester moiety according to example 1 gives N-(3-methylvaleroyl)-N-methyl-(D)-phenylalanyl-(L)-tryptophan; FAB-MS m/e 464 (M+H)+.